From a dataset of the Open Reaction Database (ORD), a public repository of structured organic reaction records. describe an organic reaction: reactants, conditions, products, and yield The reactants are CC(O)=S, CCO, COc1ccc2cc(C(Cl)C(=O)O)ccc2c1, [K+], [OH-]. Yields the product COc1ccc2cc(C(SC(C)=O)C(=O)O)ccc2c1. RXN SMILES: [C:3]([CH3:4])(=[S:5])[OH:6].[CH3:24][CH2:25][OH:26].[Cl:7][CH:8]([C:9](=[O:10])[OH:11])[c:12]1[cH:13][c:14]2[cH:15][cH:16][c:17]([O:22][CH3:23])[cH:18][c:19]2[cH:20][cH:21]1.[K+:2].[OH-:1]>>[C:3]([CH3:4])([S:5][CH:8]([C:9](=[O:10])[OH:11])[c:12]1[cH:13][c:14]2[cH:15][cH:16][c:17]([O:22][CH3:23])[cH:18][c:19]2[cH:20][cH:21]1)=[O:6].